From a dataset of the Open Reaction Database (ORD), a public repository of structured organic reaction records. describe an organic reaction: reactants, conditions, products, and yield Reactants: C(C1=CC=CC=C1)OCCS(=O)(=O)C=1C=C2CCN(C2=CC1)C1=CC(=NC=N1)OC1CCN(CC1)C(=O)OC(C)(C)C (tert-butyl 4-{[6-(5-{[2-(benzyloxy)ethyl]sulfonyl}indolin-1-yl)pyrimidin-4-yl]oxy}piperidine-1-carboxylate), [H][H] (hydrogen), CO (methanol). The reagents and catalysts are [OH-].[Pd+2].[OH-] (Palladium hydroxide). Solvent: C(C)(=O)OCC (ethyl acetate). The product is OCCS(=O)(=O)C=1C=C2CCN(C2=CC1)C1=CC(=NC=N1)OC1CCN(CC1)C(=O)OC(C)(C)C (tert-butyl 4-[(6-{5-[(2-hydroxyethyl)sulfonyl]indolin-1-yl}pyrimidin-4-yl)oxy]piperidine-1-carboxylate). The yield is 80.0%. RXN SMILES: CO.C([O:10][CH2:11][CH2:12][S:13]([C:16]1[CH:17]=[C:18]2[C:22](=[CH:23][CH:24]=1)[N:21]([C:25]1[N:30]=[CH:29][N:28]=[C:27]([O:31][CH:32]3[CH2:37][CH2:36][N:35]([C:38]([O:40][C:41]([CH3:44])([CH3:43])[CH3:42])=[O:39])[CH2:34][CH2:33]3)[CH:26]=1)[CH2:20][CH2:19]2)(=[O:15])=[O:14])C1C=CC=CC=1.[H][H]>[OH-].[Pd+2].[OH-].C(OCC)(=O)C>[OH:10][CH2:11][CH2:12][S:13]([C:16]1[CH:17]=[C:18]2[C:22](=[CH:23][CH:24]=1)[N:21]([C:25]1[N:30]=[CH:29][N:28]=[C:27]([O:31][CH:32]3[CH2:37][CH2:36][N:35]([C:38]([O:40][C:41]([CH3:44])([CH3:43])[CH3:42])=[O:39])[CH2:34][CH2:33]3)[CH:26]=1)[CH2:20][CH2:19]2)(=[O:14])=[O:15] |f:3.4.5|. Reported procedure: Palladium hydroxide (100 mg) was added to a methanol (10 mL)/ethyl acetate (10 mL) mixed solution of the tert-butyl 4-{[6-(5-{[2-(benzyloxy)ethyl]sulfonyl}indolin-1-yl)pyrimidin-4-yl]oxy}piperidine-1-carboxylate (486 mg, 0.817 mmol) produced in Reference Example 44, and the mixture was stirred for 19.5 hours in a hydrogen atmosphere. The reaction solution was filtered through Celite (trade name), and the solvent was distilled off under reduced pressure. The obtained residue was purified by silic...